This data is from the Open Reaction Database (ORD), a public repository of structured organic reaction records. The task is: describe an organic reaction: reactants, conditions, products, and yield Reactants: CC(=O)O[BH-](OC(C)=O)OC(C)=O, COC(=O)C(C)(C)C=O, ClCCl, [Na+], [Na+], O=C([O-])O, O=C(NCC1CCNCC1)N1C(=O)C2(CCCC2)c2ccccc21. Yields the product COC(=O)C(C)(C)CN1CCC(CNC(=O)N2C(=O)C3(CCCC3)c3ccccc32)CC1. As a reaction SMILES: [C:34]([O:35][BH-:36]([O:37][C:38](=[O:39])[CH3:40])[O:41][C:42](=[O:43])[CH3:44])(=[O:45])[CH3:46].[CH3:25][C:26]([C:27](=[O:28])[O:29][CH3:30])([CH:31]=[O:32])[CH3:33].[Cl:53][CH2:54][Cl:55].[Na+:47].[Na+:52].[O-:48][C:49]([OH:50])=[O:51].[O:1]=[C:2]1[N:3]([C:15](=[O:16])[NH:17][CH2:18][CH:19]2[CH2:20][CH2:21][NH:22][CH2:23][CH2:24]2)[c:4]2[cH:5][cH:6][cH:7][cH:8][c:9]2[C:10]12[CH2:11][CH2:12][CH2:13][CH2:14]2>>[O:1]=[C:2]1[N:3]([C:15](=[O:16])[NH:17][CH2:18][CH:19]2[CH2:20][CH2:21][N:22]([CH2:31][C:26]([CH3:25])([C:27](=[O:28])[O:29][CH3:30])[CH3:33])[CH2:23][CH2:24]2)[c:4]2[cH:5][cH:6][cH:7][cH:8][c:9]2[C:10]12[CH2:11][CH2:12][CH2:13][CH2:14]2. Reactants: [1R]2-(2',3'-Cyclohexylidenedioxyphenyl)-3-phenylethanol, NC[C@H]1O[C@H](CC2=C1C=CC(=C2O)O)C2=CC=CC=C2 ([1S,3R]1-aminomethyl-3,4-dihydro-5,6-dihydroxy-3-phenyl-1H-2-benzopyran), Cl (HCl). Product: Cl.NC[C@H]1O[C@H](CC2=C1C=CC(=C2O)O)C2=CC=CC=C2 ([1S,3R]1-Aminomethyl-3,4-dihydro-5,6-dihydroxy-3-phenyl-1H-2-benzopyran Hydrochloride). As a reaction SMILES: [NH2:1][CH2:2][C@@H:3]1[C:8]2[CH:9]=[CH:10][C:11]([OH:14])=[C:12]([OH:13])[C:7]=2[CH2:6][C@H:5]([C:15]2[CH:20]=[CH:19][CH:18]=[CH:17][CH:16]=2)[O:4]1.[ClH:21]>>[ClH:21].[NH2:1][CH2:2][C@@H:3]1[C:8]2[CH:9]=[CH:10][C:11]([OH:14])=[C:12]([OH:13])[C:7]=2[CH2:6][C@H:5]([C:15]2[CH:16]=[CH:17][CH:18]=[CH:19][CH:20]=2)[O:4]1 |f:2.3|. Reported procedure: [1R]2-(2',3'-Cyclohexylidenedioxyphenyl)-3-phenylethanol was converted to [1S,3R]1-aminomethyl-3,4-dihydro-5,6-dihydroxy-3-phenyl-1H-2-benzopyran by the procedures detailed in Step 3 of Example 47 and Steps 1-3 of Example 48, m.p. 158°-160° C.; [alpha]D =110° (c 0.52, 1N HCl); DCI MS: 272 (M+H)+. Analysis calculated for C16H18ClNO3 : C, 60.60; H, 6.05; N, 4.42. Found: C, 60.71; H, 6.2; N, 4.31.